Task: describe an organic reaction: reactants, conditions, products, and yield. Dataset: the Open Reaction Database (ORD), a public repository of structured organic reaction records Starting materials: NC1=CC=NC=C1 (4-Aminopyridine), C(C)OC=C(C(=O)OCC)C(=O)OCC (diethyl ethoxymethylenemalonate). Run at time 16 hour. Product: C(C)OC(=O)C=1C=NC2=CC=NC=C2C1O (4-Hydroxy-[1,6]naphthyridine-3-carboxylic acid ethyl ester). Reaction SMILES: [NH2:1][C:2]1[CH:7]=[CH:6][N:5]=[CH:4][CH:3]=1.C([O:10][CH:11]=[C:12]([C:18](OCC)=O)[C:13]([O:15][CH2:16][CH3:17])=[O:14])C>>[CH2:16]([O:15][C:13]([C:12]1[CH:18]=[N:1][C:2]2[C:7]([C:11]=1[OH:10])=[CH:6][N:5]=[CH:4][CH:3]=2)=[O:14])[CH3:17]. Procedure details: 4-Aminopyridine (15.84 g) and diethyl ethoxymethylenemalonate (34.3 ml) were heated at 110° C. then allowed to stand for 16 h at room temperture. The resulting solid was collected by filtration, washed wtih diethyl ether then pentane and dried in vacuo. A sample of the resulting enamine (10.0 g) was added portionwise to refluxing Dowtherm A (400 ml ). After heating for a further 0.25 h the reaction mixture was cooled then diluted with pentane (400 ml). The precipitated solid was collected by fil... Starting materials: CCOCC, C1COCCO1, CN1CCCC1=O, Cl, N#Cc1ccc(N)cc1, Nc1nc(Cl)nc(Cl)c1Cl. Yields the product N#Cc1ccc(Nc2nc(N)c(Cl)c(Cl)n2)cc1. RXN SMILES: [CH2:28]([O:29][CH2:30][CH3:31])[CH3:32].[CH2:33]1[O:34][CH2:35][CH2:36][O:37][CH2:38]1.[CH3:20][N:21]1[CH2:22][CH2:23][CH2:24][C:25]1=[O:26].[ClH:27].[NH2:11][c:12]1[cH:13][cH:14][c:15]([C:16]#[N:17])[cH:18][cH:19]1.[NH2:1][c:2]1[n:3][c:4]([Cl:10])[n:5][c:6]([Cl:9])[c:7]1[Cl:8]>>[NH2:1][c:2]1[n:3][c:4]([NH:11][c:12]2[cH:13][cH:14][c:15]([C:16]#[N:17])[cH:18][cH:19]2)[n:5][c:6]([Cl:9])[c:7]1[Cl:8]. Reported procedure: A solution of 8-hydroxyquinoline-7-carbonyl chloride of Preparation 2 (70 mg, 0.35 mmol) and decahydroisoquinoline (62.6 mg, 0.45 mmol) in THF (8 mL) and DIPEA (259 mg, 2.0 mmol) was stirred and heated at 50° C. overnight. The reaction mixture was concentrated under reduced pressure and the residue was partitioned between DCM and H2O. The separated organics were dried over Na2SO4, filtered and concentrated under reduced pressure. The residue was purified by flash chromatography (silica gel, DCM:... Run at temperature 50 celsius. Reaction SMILES: [OH:1][C:2]1[C:3]([C:12](Cl)=[O:13])=[CH:4][CH:5]=[C:6]2[C:11]=1[N:10]=[CH:9][CH:8]=[CH:7]2.[CH2:15]1[CH:24]2[CH:19]([CH2:20][CH2:21][CH2:22][CH2:23]2)[CH2:18][CH2:17][NH:16]1.CCN(C(C)C)C(C)C>C1COCC1>[OH:1][C:2]1[C:3]([C:12]([N:16]2[CH2:17][CH2:18][CH:19]3[CH:24]([CH2:23][CH2:22][CH2:21][CH2:20]3)[CH2:15]2)=[O:13])=[CH:4][CH:5]=[C:6]2[C:11]=1[N:10]=[CH:9][CH:8]=[CH:7]2. Yields the product OC=1C(=CC=C2C=CC=NC12)C(=O)N1CC2CCCCC2CC1 ((8-Hydroxyquinolin-7-yl)(octahydroisoquinolin-2(1H)-yl)methanone). Reactants: OC=1C(=CC=C2C=CC=NC12)C(=O)Cl (8-hydroxyquinoline-7-carbonyl chloride), 2, C1NCCC2CCCCC12 (decahydroisoquinoline), CCN(C(C)C)C(C)C (DIPEA). Solvent: C1CCOC1 (THF). Reactants: F[B-](F)(F)F.O=[N+]=O (nitronium tetrafluoroborate), C1(=CC=CC=C1)N1NN=NC1=O (1-phenyl-5-tetrazolone), O (water). Solvent: C(C)#N (acetonitrile). Reaction conditions: temperature 0 celsius, time 30 minute. Yields the product [N+](=O)([O-])C1=CC=C(C=C1)N1NN=NC1=O (1-(4-Nitrophenyl)-5-tetrazolone). Isolated yield 60.3%. Reaction SMILES: [C:1]1([N:7]2[C:11](=[O:12])[N:10]=[N:9][NH:8]2)[CH:6]=[CH:5][CH:4]=[CH:3][CH:2]=1.F[B-](F)(F)F.[O:18]=[N+:19]=[O:20].O>C(#N)C>[N+:19]([C:4]1[CH:3]=[CH:2][C:1]([N:7]2[C:11](=[O:12])[N:10]=[N:9][NH:8]2)=[CH:6][CH:5]=1)([O-:20])=[O:18] |f:1.2|. Procedure details: A solution of 1-phenyl-5-tetrazolone (30 g) in acetonitrile (300 mL) was stirred under argon at 0° C. and nitronium tetrafluoroborate (36.9 g) was added over 30 minutes. After stirring at 0° C. for an additional 30 minutes the mixture was poured into water (900 mL). The precipitate was collected by filtration and dried under vacuum to give 23.1 g of the title compound as cream-colored solids. The filtrate was extracted with ethyl acetate, dried (MgSO4), filtered, and concentrated to give an addi...